This data is from the Open Reaction Database (ORD), a public repository of structured organic reaction records. The task is: describe an organic reaction: reactants, conditions, products, and yield Procedure details: To a stirred mixture of 17β-(3,4-methylenedioxybenzoyl)-estra-1,3,5(10)-triene-3-carboxaldehyde (0.041 g, 0,1 mmoles), tert-butyl alcohol (1.05 mL), 2-methyl-2-butene (4 mL of 2M solution in THF, 8 mmoles) at 0° C. was added a solution of NaClO2 (9 mg, 0.1 mmoles) and NaH2PO4. H2O (0.137 g, 0.1 mmoles) in H2O (0.4 ml) and stirred for 2 hours at ambient temperature. Acetic acid (glacial, 0.8 ml) and saturated NaCl solution (1.3 mL) were added to the reaction mixture which was extracted with EtOAc... The yield is 46.2%. As a reaction SMILES: [CH2:1]1[O:31][C:30]2[CH:29]=[CH:28][C:5]([C:6]([C@H:8]3[CH2:13][CH2:12][C@H:11]4[C@H:14]5[C@H:23]([CH2:24][CH2:25][C@:9]34[CH3:10])[C:22]3[CH:21]=[CH:20][C:19]([CH:26]=[O:27])=[CH:18][C:17]=3[CH2:16][CH2:15]5)=[O:7])=[CH:4][C:3]=2[O:2]1.CC(=CC)C.[O-:37]Cl=O.[Na+].[Na+].[Cl-]>O.C(O)(=O)C.C(O)(C)(C)C>[CH2:1]1[O:31][C:30]2[CH:29]=[CH:28][C:5]([C:6]([C@H:8]3[CH2:13][CH2:12][C@H:11]4[C@H:14]5[C@H:23]([CH2:24][CH2:25][C@:9]34[CH3:10])[C:22]3[CH:21]=[CH:20][C:19]([C:26]([OH:37])=[O:27])=[CH:18][C:17]=3[CH2:16][CH2:15]5)=[O:7])=[CH:4][C:3]=2[O:2]1 |f:2.3,4.5|. The product is C1OC=2C=C(C(=O)[C@@H]3[C@]4(C)[C@@H](CC3)[C@@H]3CCC=5C=C(C=CC5[C@H]3CC4)C(=O)O)C=CC2O1 (17β-(3,4-Methylenedioxybenzoyl)-estra-1,3,5(10)-triene-3-carboxylic acid). Starting materials: [Na+].[Cl-] (NaCl), [O-]Cl=O.[Na+] (NaClO2), NaH2PO4, C1OC=2C=C(C(=O)[C@@H]3[C@]4(C)[C@@H](CC3)[C@@H]3CCC=5C=C(C=CC5[C@H]3CC4)C=O)C=CC2O1 (17β-(3,4-methylenedioxybenzoyl)-estra-1,3,5(10)-triene-3-carboxaldehyde), CC(C)=CC (2-methyl-2-butene). The solvent is O (H2O), O (H2O), C(C)(=O)O (Acetic acid), C(C)(C)(C)O (tert-butyl alcohol). The reactants are C(C)OC=C(C(=O)OCC)C(=O)OCC (diethyl ethoxymethylenemalonate), ClC1=CC=C(N)C=C1 (p-chloroaniline). Yields the product C(C)OC(=O)C=1C=NC2=CC=C(C=C2C1O)Cl (6-Chloro-4-hydroxyquinoline-3-carboxylic acid ethyl ester). The yield is 98.1%. As a reaction SMILES: C(O[CH:4]=[C:5]([C:11]([O:13][CH2:14][CH3:15])=[O:12])[C:6]([O:8]CC)=O)C.[Cl:16][C:17]1[CH:23]=[CH:22][C:20]([NH2:21])=[CH:19][CH:18]=1>>[CH2:14]([O:13][C:11]([C:5]1[CH:4]=[N:21][C:20]2[C:22]([C:6]=1[OH:8])=[CH:23][C:17]([Cl:16])=[CH:18][CH:19]=2)=[O:12])[CH3:15]. Procedure: From a mixture of 216 g of diethyl ethoxymethylenemalonate, 126.6 g of p-chloroaniline, and 800 ml of diphenyl heated first at 150°-160° for 15 min and then at 245° for 20 min there was obtained on cooling the above-named compound as a precipitate. This precipitate was collected, and washed with water and with hexane to give 245 g of crude damp solid, which was used directly in the hydrolysis reaction described below. Reactants: COC(=O)c1sc(C(F)(F)F)cc1OCc1ccccc1, [Na+], C1CCOC1, [OH-], O=S(=O)(O)O. Yields the product O=C(O)c1sc(C(F)(F)F)cc1OCc1ccccc1. As a reaction SMILES: [CH2:1]([c:2]1[cH:3][cH:4][cH:5][cH:6][cH:7]1)[O:8][c:9]1[c:10]([C:18](=[O:19])[O:20][CH3:21])[s:11][c:12]([C:14]([F:15])([F:16])[F:17])[cH:13]1.[Na+:33].[O:22]1[CH2:23][CH2:24][CH2:25][CH2:26]1.[OH-:32].[S:27](=[O:28])(=[O:29])([OH:30])[OH:31]>>[CH2:1]([c:2]1[cH:3][cH:4][cH:5][cH:6][cH:7]1)[O:8][c:9]1[c:10]([C:18](=[O:19])[OH:20])[s:11][c:12]([C:14]([F:15])([F:16])[F:17])[cH:13]1. RXN SMILES: O1CCOCC1.[Cl:7][C:8]1[C:17]([C:18]2[CH:23]=[CH:22][CH:21]=[CH:20][CH:19]=2)=[C:16]([Cl:24])[C:15]2[C:10](=[CH:11][CH:12]=[C:13]([CH:25]([C:27]3[C:28]([CH3:33])=[N:29][O:30][C:31]=3[CH3:32])[OH:26])[CH:14]=2)[N:9]=1>C(Cl)Cl.[O-2].[O-2].[Mn+4]>[Cl:7][C:8]1[C:17]([C:18]2[CH:19]=[CH:20][CH:21]=[CH:22][CH:23]=2)=[C:16]([Cl:24])[C:15]2[C:10](=[CH:11][CH:12]=[C:13]([C:25]([C:27]3[C:28]([CH3:33])=[N:29][O:30][C:31]=3[CH3:32])=[O:26])[CH:14]=2)[N:9]=1 |f:3.4.5|. Conditions: temperature 100 celsius. Product: ClC1=NC2=CC=C(C=C2C(=C1C1=CC=CC=C1)Cl)C(=O)C=1C(=NOC1C)C ((2,4-Dichloro-3-phenylquinolin-6-yl)(3,5-dimethylisoxazol-4-yl)methanone). Procedure details: THF (5 mL) was added to a mixture of 6-bromo-2,4-dichloro-3-phenylquinoline (363 mg, 1.03 mmol, Intermediate 1, step c) and 3,5-dimethylisoxazole-4-carbaldehyde (180 mg, 1.44 mmol) under a nitrogen atmosphere. The resulting colorless solution was cooled in a dry ice/acetone bath. n-BuLi (1.6 M in hexane, 0.771 mL, 1.23 mmol) was added dropwise and the mixture was stirred at −78° C. for 30 min, then moved to an ice bath and stirred for 30 min. The reaction was quenched by addition of saturated aq... The reagents and catalysts are [O-2].[O-2].[Mn+4] (manganese (IV) dioxide). Solvent: C(Cl)Cl (DCM). Reactants: O1CCOCC1 (1,4-dioxane), ClC1=NC2=CC=C(C=C2C(=C1C1=CC=CC=C1)Cl)C(O)C=1C(=NOC1C)C ((2,4-dichloro-3-phenylquinolin-6-yl)(3,5-dimethylisoxazol-4-yl)methanol). Starting materials: Cl.C(C)N(CCCCl)CC (3-diethylaminopropyl chloride hydrochloride), Compound I, BrC=1C=2C3=C(C(NC3=CC1)=O)C=CC2 (6-bromobenz[cd]indol-2(1H)-one). Yields the product C(C)N(CCCN1C(C2=C3C(C=CC=C13)=CC=C2)=O)CC (3-diethylaminopropylbenz[cd]-indol-2 (1H)-one), Cl (HCl). RXN SMILES: Br[C:2]1[C:3]2[C:4]3[C:8](=[CH:9][CH:10]=1)[NH:7][C:6](=[O:11])[C:5]=3[CH:12]=[CH:13][CH:14]=2.Cl.[CH2:16]([N:18]([CH2:23][CH3:24])[CH2:19][CH2:20][CH2:21][Cl:22])[CH3:17]>>[CH2:16]([N:18]([CH2:23][CH3:24])[CH2:19][CH2:20][CH2:21][N:7]1[C:8]2[C:4]3[C:3](=[CH:14][CH:13]=[CH:12][C:5]=3[C:6]1=[O:11])[CH:2]=[CH:10][CH:9]=2)[CH3:17].[ClH:22] |f:1.2|. Procedure details: By the procedure described for Compound I, 6-bromobenz[cd]indol-2(1H)-one and 3-diethylaminopropyl chloride hydrochloride yield 6-bromo-1-(3-diethylaminopropylbenz[cd]-indol-2 (1H)-one (Ie), HCl salt, mp. 183°-185° C., while 3-dimethylaminopropyl chloride hydrochloride yields 6bromo-1-(3-dimethylaminopropyl) benz[cd]-2(1H)-one (If), HCl salt, mp. 264°-267° C. Similarly, 6-chlorobenz[cd]indol-2(1H)-one and methyl iodide yield 6-chloro-1-methylbenz[cd]-2(1H)-one (Ig), while benz[cd]indol-2(1H)-one... Reactants: C1(=CC=CC=C1)C (toluene), COC1=C(C=CC(=C1)CNCCCNCCCCNCCCN)O.ClC1=NC(=CC(=N1)NC(C1=CC(=CC=C1)OC1=CC=CC=C1)CC)CCl (dl-5 chloro-6-chloromethyl-4-(α-ethyl-3-phenoxybenzyl)aminopyrimidine), O (water), [Na].CS (methanthiol sodium salt). Run in C(C)(=O)OCC (ethyl acetate), CO (methanol). Conditions: time 2 hour. The product is COC1=C(C=CC(=C1)CNCCCNCCCCNCCCN)O.ClC1=NC(=CC(=N1)NC(C1=CC(=CC=C1)OC1=CC=CC=C1)CC)CSC (dl-5 chloro-4-(α-ethyl-3-phenoxybenzylamino)-6-methylthiomethylpyrimidine). RXN SMILES: [CH3:1][O:2][C:3]1[CH:8]=[C:7]([CH2:9][NH:10][CH2:11][CH2:12][CH2:13][NH:14][CH2:15][CH2:16][CH2:17][CH2:18][NH:19][CH2:20][CH2:21][CH2:22][NH2:23])[CH:6]=[CH:5][C:4]=1[OH:24].[Cl:25][C:26]1[N:31]=[C:30]([NH:32][CH:33]([CH2:47][CH3:48])[C:34]2[CH:39]=[CH:38][CH:37]=[C:36]([O:40][C:41]3[CH:46]=[CH:45][CH:44]=[CH:43][CH:42]=3)[CH:35]=2)[CH:29]=[C:28]([CH2:49]Cl)[N:27]=1.[Na].[CH3:52][SH:53].O.C1(C)C=CC=CC=1>CO.C(OCC)(=O)C>[CH3:1][O:2][C:3]1[CH:8]=[C:7]([CH2:9][NH:10][CH2:11][CH2:12][CH2:13][NH:14][CH2:15][CH2:16][CH2:17][CH2:18][NH:19][CH2:20][CH2:21][CH2:22][NH2:23])[CH:6]=[CH:5][C:4]=1[OH:24].[Cl:25][C:26]1[N:31]=[C:30]([NH:32][CH:33]([CH2:47][CH3:48])[C:34]2[CH:39]=[CH:38][CH:37]=[C:36]([O:40][C:41]3[CH:46]=[CH:45][CH:44]=[CH:43][CH:42]=3)[CH:35]=2)[CH:29]=[C:28]([CH2:49][S:53][CH3:52])[N:27]=1 |f:0.1,2.3,8.9,^1:50|. Procedure details: To a solution of 2.0 g of dl-5-chloro-6-chloromethyl-4-(α-ethyl-3-phenoxybenzyl)aminopyrimidine obtained in Example 4 dissolved in 50 ml of methanol was added 10 ml of a 15% aqueous methanthiol sodium salt solution, and the mixture was refluxed under stirring for 2 hours. After completion of the reaction, the product was poured into water and extracted with ethyl acetate. The extract was washed with water, dried over anhydrous sodium sulfate and the solvent was distilled off under reduced pressu...